Task: describe an organic reaction: reactants, conditions, products, and yield. Dataset: the Open Reaction Database (ORD), a public repository of structured organic reaction records Starting materials: water ice, [Na] (Sodium), OS(=O)(=O)C(F)(F)F (triflic acid), ClC1=CC(=CC=C1)Cl (1,3-dichlorobenzene), S(=O)(=O)(C(F)(F)F)OS(=O)(=O)C(F)(F)F (triflic anhydride), C(O)([O-])=O.[Na+] (sodium hydrogencarbonate). Conditions: time 10 hour. The product is FC(F)(F)S(=O)C1=C(C=C(C=C1)Cl)Cl (2,4-dichlorophenyl trifluoromethyl sulfoxide). As a reaction SMILES: [Na].[OH:2][S:3]([C:6]([F:9])([F:8])[F:7])(=O)=O.[Cl:10][C:11]1[CH:16]=[CH:15][CH:14]=[C:13]([Cl:17])[CH:12]=1.S(OS(C(F)(F)F)(=O)=O)(C(F)(F)F)(=O)=O.C(=O)([O-])O.[Na+]>>[F:7][C:6]([S:3]([C:14]1[CH:15]=[CH:16][C:11]([Cl:10])=[CH:12][C:13]=1[Cl:17])=[O:2])([F:9])[F:8] |f:4.5,^1:0|. Procedure: Sodium triflinate (2.37 g, 15 mmol), then 6 equivalents of triflic acid (21.65 g, 144 mmol), after stirring for a few minutes, more than one equivalent of 1,3-dichlorobenzene (3.22 g, 22 mmol) and finally one equivalent of triflic anhydride (4.32 g, 15 mmol) are introduced into a three-necked flask surmounted by a reflux condenser with a silica gel guard under an inert argon atmosphere. The mixture is stirred for 10 h at ambient temperature. It is hydrolyzed with a water-ice mixture (5 g) and th... Starting materials: NC=1NC(C2=C(N1)SC1=C2CCCC1)=O (2-amino-5,6,7,8-tetrahydro[1]-benzothieno[2,3-d]pyrimidin-4(3H)-one), O=P(Cl)(Cl)Cl (POCl3), C(Cl)(Cl)Cl (CHCl3). Solvent: C(C)(=O)OC(C)=O (acetyl acetate). The product is ClC=1C2=C(N=C(N1)N)SC1=C2CCCC1 (4-Chloro-5,6,7,8-tetrahydro[1]benzothieno[2,3-d]pyrimidin-2-amine). The yield is 44.0%. Reaction SMILES: [NH2:1][C:2]1[NH:3][C:4](=O)[C:5]2[C:10]3[CH2:11][CH2:12][CH2:13][CH2:14][C:9]=3[S:8][C:6]=2[N:7]=1.O=P(Cl)(Cl)[Cl:18].C(Cl)(Cl)Cl>C(OC(=O)C)(=O)C>[Cl:18][C:4]1[C:5]2[C:10]3[CH2:11][CH2:12][CH2:13][CH2:14][C:9]=3[S:8][C:6]=2[N:7]=[C:2]([NH2:1])[N:3]=1. Reported procedure: To a 50 mL flask was added 10 (221 mg, 1 mmol) and 10 mL POCl3. The resulting mixture was refluxed for 2 h, and the solvent was removed under reduced pressure to afford a dark residue. To this was added 30 mL of CHCl3 and 300 mg of silica gel. The solvent was evaporated to afford a plug, Column chromatography of the plug with hexane:acetyl acetate=20:1 as eluent afford 105 mg (44%) of 11 as a yellow solid. Reactants: FC1=C(N)C=CC(=C1C)F (2,4-difluoro-3-methylaniline), F[B-](F)(F)F.[H+] (tetrafluoroboric acid), N(=O)[O-].[Na+] (sodium nitrite). The solvent is O (water), O (water). Conditions: temperature 0 celsius, time 15 minute. Product: F[B-](F)(F)F.FC1=C(C=CC(=C1C)F)[N+]#N (2,4-difluoro-3-methylbenzene diazonium tetrafluoroborate). As a reaction SMILES: [F:1][C:2]1[C:8]([CH3:9])=[C:7]([F:10])[CH:6]=[CH:5][C:3]=1[NH2:4].[F:11][B-:12]([F:15])([F:14])[F:13].[H+].[N:17]([O-])=O.[Na+]>O>[F:11][B-:12]([F:15])([F:14])[F:13].[F:1][C:2]1[C:8]([CH3:9])=[C:7]([F:10])[CH:6]=[CH:5][C:3]=1[N+:4]#[N:17] |f:1.2,3.4,6.7|. Procedure: To 2,4-difluoro-3-methylaniline (20 g) are added 42% tetrafluoroboric acid (56 ml) and water (28 ml) under ice cooling and thereto a solution of sodium nitrite (10 g) in water (20 ml) is added dropwise at below 10° C. After dropwise addition, the mixture is stirred at 0° C. for 15 minutes and the formed crystals are filtered, which is washed with a mixture of ethanol--diethyl ether (1:2), then with diethyl ether, followed by drying under reduced pressure to give 2,4-difluoro-3-methylbenzene diaz...